Dataset: the Open Reaction Database (ORD), a public repository of structured organic reaction records. Task: describe an organic reaction: reactants, conditions, products, and yield Reaction SMILES: [CH2:1]1[O:11][C:10]2[C:3](=[C:4]([CH:7]=[CH:8][CH:9]=2)[CH:5]=O)[O:2]1.C1C[O:15][CH2:14][CH2:13]1>C(OCC)C.O.[Zn+2].[Br-].[Br-].[Cl-].[Cl-].[Zn+2]>[CH2:1]1[O:11][C:10]2[C:3](=[C:4]([CH:5]=[CH:13][CH:14]=[O:15])[CH:7]=[CH:8][CH:9]=2)[O:2]1 |f:2.3,4.5.6,7.8.9|. The product is C1OC2=C(C=CC=C2O1)C=CC=O (3-(2,3-methylenedioxyphenyl)acrylaldehyde). Reported procedure: To a solution of 2,3-methylenedioxybenzaldehyde (150 mg) in 5 mL THF was added 22 mg of ZnBr2. With stirring, 250 mg of α,α-bis(trimethylsilyl)-t-butylacetaldimine (7) was added, and stirring was continued overnight. The solution was cooled to 10° C., then hydrolyzed by the addition of a solution of ZnCl2 (22 mg) in diethyl ether/water (5 mL each), followed by stirring at room temperature for 1 h. The solids were removed by filtration through Celite and the filtrate extracted with diethyl ether ... Solvent: C(C)OCC.O (diethyl ether water). Reagents/catalysts: [Cl-].[Cl-].[Zn+2] (ZnCl2), [Zn+2].[Br-].[Br-] (ZnBr2). Conditions: temperature 10 celsius, time 8 hour. The reactants are α,α-bis(trimethylsilyl)-t-butylacetaldimine, C1OC2=C(C=O)C=CC=C2O1 (2,3-methylenedioxybenzaldehyde), C1CCOC1 (THF). The reactants are C1CCOC1, O=C1c2cccc(O)c2C(=O)c2c(O)cccc21, [Li]c1ccccc1. Yields the product O=C1c2c(O)cccc2C(O)(c2ccccc2)c2cccc(O)c21. As a reaction SMILES: [O:26]1[CH2:27][CH2:28][CH2:29][CH2:30]1.[OH:8][c:9]1[cH:10][cH:11][cH:12][c:13]2[c:22]1[C:21](=[O:23])[c:20]1[c:15]([cH:16][cH:17][cH:18][c:19]1[OH:24])[C:14]2=[O:25].[c:1]1([Li:7])[cH:2][cH:3][cH:4][cH:5][cH:6]1>>[c:1]1([C:14]2([OH:25])[c:13]3[cH:12][cH:11][cH:10][c:9]([OH:8])[c:22]3[C:21](=[O:23])[c:20]3[c:15]2[cH:16][cH:17][cH:18][c:19]3[OH:24])[cH:2][cH:3][cH:4][cH:5][cH:6]1. Reactants: ClC1=C(C=NC2=CN=C(C=C12)F)C#N (4-chloro-6-fluoro-1,7-naphthyridine-3-carbonitrile), NC=1C=C(C#N)C=CC1 (3-aminobenzonitrile). Yields the product C(#N)C=1C=C(C=CC1)NC1=C(C=NC2=CN=C(C=C12)F)C#N (4-(3-cyanophenylamino)-6-fluoro-1,7-naphthyridine-3-carbonitrile). Yield: 29.1%. RXN SMILES: Cl[C:2]1[C:11]2[C:6](=[CH:7][N:8]=[C:9]([F:12])[CH:10]=2)[N:5]=[CH:4][C:3]=1[C:13]#[N:14].[NH2:15][C:16]1[CH:17]=[C:18]([CH:21]=[CH:22][CH:23]=1)[C:19]#[N:20]>>[C:19]([C:18]1[CH:17]=[C:16]([NH:15][C:2]2[C:11]3[C:6](=[CH:7][N:8]=[C:9]([F:12])[CH:10]=3)[N:5]=[CH:4][C:3]=2[C:13]#[N:14])[CH:23]=[CH:22][CH:21]=1)#[N:20]. Procedure details: Following the procedure described above in Example 13, 4-chloro-6-fluoro-1,7-naphthyridine-3-carbonitrile (0.300 g, 1.45 mmol) was reacted with 3-aminobenzonitrile (0.188 g, 1.59 mmol). The crude product was purified by flash chromatography over silica gel (15-30% EtOAc in CH2Cl2) to give pure 4-(3-cyanophenylamino)-6-fluoro-1,7-naphthyridine-3-carbonitrile (0.122 g, 29% yield): 1H NMR (400 MHz, DMSO-D6) δ 7.57-7.80 (m, 3 H) 7.88 (s, 1 H) 8.16 (s, 1 H) 8.75 (s, 1 H) 9.11 (s, 1 H) 10.23 (s, 1 H). Reactants: ClC(Cl)(Cl)Cl, CC1(C)C(C=C(c2ccccc2)C(F)(F)F)C1C(=O)O, O=S(Cl)Cl. Yields the product CC1(C)C(C=C(c2ccccc2)C(F)(F)F)C1C(=O)O, [Cl-]. Reaction SMILES: [C:25]([Cl:26])([Cl:27])([Cl:28])[Cl:29].[CH3:1][C:2]1([CH3:20])[CH:3]([C:17](=[O:18])[OH:19])[CH:4]1[CH:5]=[C:6]([c:7]1[cH:8][cH:9][cH:10][cH:11][cH:12]1)[C:13]([F:14])([F:15])[F:16].[S:21]([Cl:22])([Cl:23])=[O:24]>>[CH3:1][C:2]1([CH3:20])[CH:3]([C:17](=[O:18])[OH:19])[CH:4]1[CH:5]=[C:6]([c:7]1[cH:8][cH:9][cH:10][cH:11][cH:12]1)[C:13]([F:14])([F:15])[F:16].[Cl-:23]. Starting materials: BrCCCCBr, C1CCOC1, COc1cccc2c(N)cccc12, [Na+], [Na+], O=C([O-])[O-]. Yields the product COc1cccc2c(N3CCCC3)cccc12. Reaction SMILES: [Br:1][CH2:2][CH2:3][CH2:4][CH2:5][Br:6].[CH2:26]1[O:27][CH2:28][CH2:29][CH2:30]1.[NH2:7][c:8]1[cH:9][cH:10][cH:11][c:12]2[c:13]([O:18][CH3:19])[cH:14][cH:15][cH:16][c:17]12.[Na+:20].[Na+:21].[O-:22][C:23](=[O:24])[O-:25]>>[CH2:2]1[CH2:3][CH2:4][CH2:5][N:7]1[c:8]1[cH:9][cH:10][cH:11][c:12]2[c:13]([O:18][CH3:19])[cH:14][cH:15][cH:16][c:17]12. Starting materials: [Al+3], [Cl-], [Cl-], [Cl-], ClCCl, CC(C(=O)Cl)n1ncn(-c2ccc(OCC(F)(F)C(F)F)cc2)c1=O, Fc1cccc(F)c1, O. Yields the product CC(C(=O)c1ccc(F)cc1F)n1ncn(-c2ccc(OCC(F)(F)C(F)F)cc2)c1=O. RXN SMILES: [Al+3:27].[Cl-:26].[Cl-:28].[Cl-:29].[Cl:39][CH2:40][Cl:41].[F:1][C:2]([CH2:3][O:4][c:5]1[cH:6][cH:7][c:8](-[n:11]2[cH:12][n:13][n:14]([CH:17]([C:18](=[O:19])[Cl:20])[CH3:21])[c:15]2=[O:16])[cH:9][cH:10]1)([CH:22]([F:23])[F:24])[F:25].[F:31][c:32]1[cH:33][cH:34][cH:35][c:36]([F:37])[cH:38]1.[OH2:30]>>[F:1][C:2]([CH2:3][O:4][c:5]1[cH:6][cH:7][c:8](-[n:11]2[cH:12][n:13][n:14]([CH:17]([C:18](=[O:19])[c:33]3[c:32]([F:31])[cH:38][c:36]([F:37])[cH:35][cH:34]3)[CH3:21])[c:15]2=[O:16])[cH:9][cH:10]1)([CH:22]([F:23])[F:24])[F:25]. Starting materials: CCS, CO, CC(C)NCC(O)COc1nccnc1Cl. Product: CCSc1nccnc1OCC(O)CNC(C)C. As a reaction SMILES: [CH2:17]([CH3:18])[SH:19].[CH3:20][OH:21].[Cl:1][c:2]1[c:3]([O:8][CH2:9][CH:10]([CH2:11][NH:12][CH:13]([CH3:14])[CH3:15])[OH:16])[n:4][cH:5][cH:6][n:7]1>>[c:2]1([S:19][CH2:17][CH3:18])[c:3]([O:8][CH2:9][CH:10]([CH2:11][NH:12][CH:13]([CH3:14])[CH3:15])[OH:16])[n:4][cH:5][cH:6][n:7]1. The reactants are BrC1=CC=2C3=C(C=NC2C=C1)N(C(N3C=3C(=NN(C3)C)C)=O)C (8-bromo-1-(1,3-dimethyl-1H-pyrazol-4-yl)-3-methyl-1,3-dihydro-imidazo[4,5-c]quinolin-2-one), BrC1=CC=2C3=C(C=NC2C=C1)N(C(N3C=3C(=NN(C3)C)C)=O)C (8-bromo-1-(1,3-dimethyl-1H-pyrazol-4-yl)-3-methyl-1,3-dihydro-imidazo[4,5-c]quinolin-2-one), COC1=C(C#N)C=C(C=N1)B1OC(C(O1)(C)C)(C)C (2-Methoxy-5-(4,4,5,5-tetramethyl-[1,3,2]dioxaborolan-2-yl)-nicotinonitrile). Yields the product CN1N=C(C(=C1)N1C(N(C=2C=NC=3C=CC(=CC3C21)C=2C=NC(=C(C#N)C2)OC)C)=O)C (5-[1-(1,3-Dimethyl-1H-pyrazol-4-yl)-3-methyl-2-oxo-2,3-dihydro-1H-imidazo[4,5-c]quinolin-8-yl]-2-methoxy-nicotinonitrile). Reaction SMILES: Br[C:2]1[CH:11]=[CH:10][C:9]2[N:8]=[CH:7][C:6]3[N:12]([CH3:23])[C:13](=[O:22])[N:14]([C:15]4[C:16]([CH3:21])=[N:17][N:18]([CH3:20])[CH:19]=4)[C:5]=3[C:4]=2[CH:3]=1.[CH3:24][O:25][C:26]1[N:33]=[CH:32][C:31](B2OC(C)(C)C(C)(C)O2)=[CH:30][C:27]=1[C:28]#[N:29]>>[CH3:20][N:18]1[CH:19]=[C:15]([N:14]2[C:5]3[C:4]4[CH:3]=[C:2]([C:31]5[CH:32]=[N:33][C:26]([O:25][CH3:24])=[C:27]([CH:30]=5)[C:28]#[N:29])[CH:11]=[CH:10][C:9]=4[N:8]=[CH:7][C:6]=3[N:12]([CH3:23])[C:13]2=[O:22])[C:16]([CH3:21])=[N:17]1. Procedure: The title compound was synthesized in a similar manner as described for Example 1.1 using 8-bromo-1-(1,3-dimethyl-1H-pyrazol-4-yl)-3-methyl-1,3-dihydro-imidazo[4,5-c]quinolin-2-one (Intermediate A) and 2-Methoxy-5-(4,4,5,5-tetramethyl-[1,3,2]dioxaborolan-2-yl)-nicotinonitrile (Combi-Blocks, San Diego, USA) to give the title compound as a white solid. (HPLC: tR 2.60 min (Method A); M+H=426 MS-ES)